The task is: describe an organic reaction: reactants, conditions, products, and yield. This data is from the Open Reaction Database (ORD), a public repository of structured organic reaction records. Reactants: FC(C(=O)O)(F)F (trifluoroacetic acid), CS(=O)(=O)NC1CC(CC1)NC(=O)C1=CN(C2=NC=C(N=C21)C2=NN(C1=CC(=CC=C21)Cl)C)COCC[Si](C)(C)C (2-(6-chloro-1-methyl-1H-indazol-3-yl)-5-(2-trimethylsilanylethoxymethyl)-5H-pyrrolo[2,3-b]pyrazine-7-carboxylic acid (3-methanesulfonylamino-cyclopentyl)-amide), C(CN)N (ethylenediamine). Run in ClCCl (dichloromethane). Conditions: time 2 hour. Product: CS(=O)(=O)NC1CC(CC1)NC(=O)C1=CNC2=NC=C(N=C21)C2=NN(C1=CC(=CC=C21)Cl)C (2-(6-chloro-1-methyl-1H-indazol-3-yl)-5H-pyrrolo[2,3-b]pyrazine-7-carboxylic acid (3-methanesulfonylamino-cyclopentyl)-amide). Yield: 88.5%. RXN SMILES: [CH3:1][S:2]([NH:5][CH:6]1[CH2:10][CH2:9][CH:8]([NH:11][C:12]([C:14]2[C:22]3[C:17](=[N:18][CH:19]=[C:20]([C:23]4[C:31]5[C:26](=[CH:27][C:28]([Cl:32])=[CH:29][CH:30]=5)[N:25]([CH3:33])[N:24]=4)[N:21]=3)[N:16](COCC[Si](C)(C)C)[CH:15]=2)=[O:13])[CH2:7]1)(=[O:4])=[O:3].FC(F)(F)C(O)=O.C(N)CN>ClCCl>[CH3:1][S:2]([NH:5][CH:6]1[CH2:10][CH2:9][CH:8]([NH:11][C:12]([C:14]2[C:22]3[C:17](=[N:18][CH:19]=[C:20]([C:23]4[C:31]5[C:26](=[CH:27][C:28]([Cl:32])=[CH:29][CH:30]=5)[N:25]([CH3:33])[N:24]=4)[N:21]=3)[NH:16][CH:15]=2)=[O:13])[CH2:7]1)(=[O:4])=[O:3]. Procedure details: In a round-bottomed flask, 2-(6-chloro-1-methyl-1H-indazol-3-yl)-5-(2-trimethylsilanylethoxymethyl)-5H-pyrrolo[2,3-b]pyrazine-7-carboxylic acid (3-methanesulfonylamino-cyclopentyl)-amide (109 mg, 0.176 mmol) was dissolved in dichloromethane (0.9 ml) and trifluoroacetic acid (0.54 ml, 7.0 mmol) was added. The orange solution was stirred at room temperature for 2 h then concentrated. The residue was dissolved in dichloromethane (0.9 ml) and ethylenediamine (0.7 ml, 10.5 mmol) was added. The yellow... Reported procedure: A mixture of tetrakis(triphenylphosphine)palladium(0) (0.5 g, 4.64×10−4 mol), 2-bromo-9,9-dioctyl-7-octyloxyfluorene (5.04 g, 0.00844 mol), 4-nonylphenylboronic acid (2.30 g, 0.00929 mol), 20% aqueous sodium carbonate solution (40 cm3) and N,N-dimethylformamide (150 cm3) was heated under reflux overnight. The reaction mixture was filtered and extracted into diethyl ether (2×100 cm3). The combined organic layers were washed with water (2×100 cm3), dried (MgSO4), filtered and the solvent removed u... The reagents and catalysts are C=1C=CC(=CC1)[P](C=2C=CC=CC2)(C=3C=CC=CC3)[Pd]([P](C=4C=CC=CC4)(C=5C=CC=CC5)C=6C=CC=CC6)([P](C=7C=CC=CC7)(C=8C=CC=CC8)C=9C=CC=CC9)[P](C=1C=CC=CC1)(C=1C=CC=CC1)C=1C=CC=CC1 (tetrakis(triphenylphosphine)palladium(0)). Reaction SMILES: Br[C:2]1[CH:14]=[CH:13][C:12]2[C:11]3[C:6](=[CH:7][C:8](OCCCCCCCC)=[CH:9][CH:10]=3)[C:5]([CH2:32][CH2:33][CH2:34][CH2:35][CH2:36][CH2:37][CH2:38][CH3:39])([CH2:24][CH2:25][CH2:26][CH2:27][CH2:28][CH2:29][CH2:30][CH3:31])[C:4]=2[CH:3]=1.[CH2:40]([C:49]1[CH:54]=[CH:53][C:52](B(O)O)=[CH:51][CH:50]=1)[CH2:41][CH2:42][CH2:43][CH2:44][CH2:45][CH2:46][CH2:47][CH3:48].[C:58](=[O:61])([O-])[O-].[Na+].[Na+]>C1C=CC([P]([Pd]([P](C2C=CC=CC=2)(C2C=CC=CC=2)C2C=CC=CC=2)([P](C2C=CC=CC=2)(C2C=CC=CC=2)C2C=CC=CC=2)[P](C2C=CC=CC=2)(C2C=CC=CC=2)C2C=CC=CC=2)(C2C=CC=CC=2)C2C=CC=CC=2)=CC=1.CN(C)C=O>[CH2:32]([C:5]1([CH2:24][CH2:25][CH2:26][CH2:27][CH2:28][CH2:29][CH2:30][CH3:31])[C:4]2[CH:3]=[C:2]([C:52]3[CH:53]=[CH:54][C:49]([CH2:40][CH2:41][CH2:42][CH2:43][CH2:44][CH2:45][CH2:46][CH2:47][CH3:48])=[CH:50][CH:51]=3)[CH:14]=[CH:13][C:12]=2[C:11]2[C:6]1=[CH:7][C:8]([O:61][CH2:58][CH2:13][CH2:14][CH2:2][CH2:3][CH2:4][CH2:12][CH3:11])=[CH:9][CH:10]=2)[CH2:33][CH2:34][CH2:35][CH2:36][CH2:37][CH2:38][CH3:39] |f:2.3.4,^1:67,69,88,107|. The product is C(CCCCCCC)C1(C2=CC(=CC=C2C=2C=CC(=CC12)C1=CC=C(C=C1)CCCCCCCCC)OCCCCCCCC)CCCCCCCC (9,9-Dioctyl-2-(4-nonylphenyl)-7-octyloxyfluorene). Starting materials: BrC1=CC=2C(C3=CC(=CC=C3C2C=C1)OCCCCCCCC)(CCCCCCCC)CCCCCCCC (2-bromo-9,9-dioctyl-7-octyloxyfluorene), C(CCCCCCCC)C1=CC=C(C=C1)B(O)O (4-nonylphenylboronic acid), C([O-])([O-])=O.[Na+].[Na+] (sodium carbonate). Run in CN(C=O)C (N,N-dimethylformamide). Starting materials: C1CCOC1, Cc1cc(F)ccc1-c1nc(S(C)(=O)=O)nc2c1ccc(=O)n2-c1c(F)cccc1F, CC(N)(CO)CO. Product: Cc1cc(F)ccc1-c1nc(NC(C)(CO)CO)nc2c1ccc(=O)n2-c1c(F)cccc1F. RXN SMILES: [CH2:39]1[O:40][CH2:41][CH2:42][CH2:43]1.[F:1][c:2]1[c:3](-[n:9]2[c:10](=[O:31])[cH:11][cH:12][c:13]3[c:14]2[n:15][c:16]([S:27]([CH3:28])(=[O:29])=[O:30])[n:17][c:18]3-[c:19]2[c:20]([CH3:26])[cH:21][c:22]([F:25])[cH:23][cH:24]2)[c:4]([F:8])[cH:5][cH:6][cH:7]1.[NH2:32][C:33]([CH2:34][OH:35])([CH2:36][OH:37])[CH3:38]>>[F:1][c:2]1[c:3](-[n:9]2[c:10](=[O:31])[cH:11][cH:12][c:13]3[c:14]2[n:15][c:16]([NH:32][C:33]([CH2:34][OH:35])([CH2:36][OH:37])[CH3:38])[n:17][c:18]3-[c:19]2[c:20]([CH3:26])[cH:21][c:22]([F:25])[cH:23][cH:24]2)[c:4]([F:8])[cH:5][cH:6][cH:7]1. Starting materials: ClC1=CC=C(C=C1)C=1C=C(C=2N(C1)C(=CN2)C#C)C (6-(4-chloro-phenyl)-3-ethynyl-8-methyl-imidazo[1,2-a]pyridine), BrC=1C=C(C=NC1)S(=O)(=O)N (5-bromo-pyridine-3-sulfonic acid amide). Yields the product ClC1=CC=C(C=C1)C=1C=C(C=2N(C1)C(=CN2)C#CC=2C=C(C=NC2)S(=O)(=O)N)C (5-[6-(4-Chloro-phenyl)-8-methyl-imidazo[1,2-a]pyridin-3-ylethynyl]-pyridine-3-sulfonic acid amide), solid. Yield: 5.0%. RXN SMILES: [Cl:1][C:2]1[CH:7]=[CH:6][C:5]([C:8]2[CH:9]=[C:10]([CH3:19])[C:11]3[N:12]([C:14]([C:17]#[CH:18])=[CH:15][N:16]=3)[CH:13]=2)=[CH:4][CH:3]=1.Br[C:21]1[CH:22]=[C:23]([S:27]([NH2:30])(=[O:29])=[O:28])[CH:24]=[N:25][CH:26]=1>>[Cl:1][C:2]1[CH:3]=[CH:4][C:5]([C:8]2[CH:9]=[C:10]([CH3:19])[C:11]3[N:12]([C:14]([C:17]#[C:18][C:21]4[CH:22]=[C:23]([S:27]([NH2:30])(=[O:29])=[O:28])[CH:24]=[N:25][CH:26]=4)=[CH:15][N:16]=3)[CH:13]=2)=[CH:6][CH:7]=1. Reported procedure: The title compound was prepared from 6-(4-chloro-phenyl)-3-ethynyl-8-methyl-imidazo[1,2-a]pyridine (example C.21) (270 mg, 1 mmol) and 5-bromo-pyridine-3-sulfonic acid amide (example B.1) (216 mg, 0.9 mmol) according to general procedure II. Obtained as a yellow solid (20 mg, 5%). MS (ISP) 495.0 [(M+H)+], 497 [(M+2+H)+]; mp 282° C. Starting materials: [Li]CCCC (BuLi), C(CCC)N1C(=NC=C1C=NN1[C@H](CCC1)COC)C1=CC=CC=C1 ((R)-(3-Butyl-2-phenyl-3H-imidazole-4-ylmethylene)-(2-methoxymethyl-pyrrolidin-1-yl)-amine), C1CCOC1 (THF). The product is C(CCC)N1C(=NC=C1[C@H](CCCC)NN1[C@H](CCC1)COCC)C1=CC=CC=C1 ((R,S)-[1-(3-Butyl-2-phenyl-3H-imidazole-4-yl)-pentyl]-(2-ethoxymethyl-pyrrolidin-1-yl)-amine). Reaction SMILES: [Li][CH2:2][CH2:3][CH2:4][CH3:5].[CH2:6]([N:10]1[C:14]([CH:15]=[N:16][N:17]2[CH2:21][CH2:20][CH2:19][C@@H:18]2[CH2:22][O:23][CH3:24])=[CH:13][N:12]=[C:11]1[C:25]1[CH:30]=[CH:29][CH:28]=[CH:27][CH:26]=1)[CH2:7][CH2:8][CH3:9].[CH2:31]1COCC1>>[CH2:6]([N:10]1[C:14]([C@@H:15]([NH:16][N:17]2[CH2:21][CH2:20][CH2:19][C@@H:18]2[CH2:22][O:23][CH2:24][CH3:31])[CH2:2][CH2:3][CH2:4][CH3:5])=[CH:13][N:12]=[C:11]1[C:25]1[CH:26]=[CH:27][CH:28]=[CH:29][CH:30]=1)[CH2:7][CH2:8][CH3:9]. Procedure details: To a solution of BuLi (2.5 M in hexane, 12.5 ml, 31 mmol) under argon in anhydrous THF (15 mL) at −78° C. is slowly added a solution of crude 192 (14 mmol) in TEF (15 mL). The mixture is allowed to warm to room temperature over a period of 15 h and quenched with saturated sodium bicarbonate. The aqueous phase is extracted with ethyl acetate and the combined organic phases were washed with water and dried over sodium sulfate. Removal of solvents under reduced pressure and purification of the resi...